Dataset: the Open Reaction Database (ORD), a public repository of structured organic reaction records. Task: describe an organic reaction: reactants, conditions, products, and yield Reaction SMILES: [C:1]([CH3:2])([CH3:3])([CH3:4])[O:5][C:6](=[O:7])[N:8]([CH:9]([CH2:10][CH2:11][C:12]([CH2:13][O:14][CH:15]1[CH2:16][CH2:17][CH2:18][CH2:19][O:20]1)([CH3:21])[CH3:22])[c:23]1[nH:24][c:25](=[O:34])[c:26]([OH:33])[c:27]([C:29](=[O:30])[O:31][CH3:32])[n:28]1)[CH3:35].[CH3:48][OH:49].[OH2:36].[c:37]1([CH3:38])[cH:39][cH:40][c:41]([S:42]([OH:43])(=[O:44])=[O:45])[cH:46][cH:47]1>>[C:1]([CH3:2])([CH3:3])([CH3:4])[O:5][C:6](=[O:7])[N:8]([CH:9]([CH2:10][CH2:11][C:12]([CH2:13][OH:14])([CH3:21])[CH3:22])[c:23]1[nH:24][c:25](=[O:34])[c:26]([OH:33])[c:27]([C:29](=[O:30])[O:31][CH3:32])[n:28]1)[CH3:35]. Yields the product COC(=O)c1nc(C(CCC(C)(C)CO)N(C)C(=O)OC(C)(C)C)[nH]c(=O)c1O. Reactants: COC(=O)c1nc(C(CCC(C)(C)COC2CCCCO2)N(C)C(=O)OC(C)(C)C)[nH]c(=O)c1O, CO, O, Cc1ccc(S(=O)(=O)O)cc1. The reactants are IC=1C=C(C2=C(N=C(S2)NC(=O)NCC)C1)I (1-(5,7-diiodo-benzothiazol-2-yl)-3-ethyl-urea), C(CCC)[Sn](C1=NC=CN=C1)(CCCC)CCCC (2-tributylstannyl-pyrazine). Reagents/catalysts: C=1C=CC(=CC1)[P](C=2C=CC=CC2)(C=3C=CC=CC3)[Pd]([P](C=4C=CC=CC4)(C=5C=CC=CC5)C=6C=CC=CC6)([P](C=7C=CC=CC7)(C=8C=CC=CC8)C=9C=CC=CC9)[P](C=1C=CC=CC1)(C=1C=CC=CC1)C=1C=CC=CC1 (tetrakis(triphenylphosphine)palladium(0)). Run in CN(C)C=O (DMF). Run at temperature 120 celsius. Yields the product N1=C(C=NC=C1)C=1C=C(C2=C(N=C(S2)NC(=O)NCC)C1)C1=NC=CN=C1 (1-(5,7-Di-pyrazin-2-yl-benzothiazol-2-yl)-3-ethyl-urea), solid. Yield: 6.5%. RXN SMILES: I[C:2]1[CH:3]=[C:4](I)[C:5]2[S:9][C:8]([NH:10][C:11]([NH:13][CH2:14][CH3:15])=[O:12])=[N:7][C:6]=2[CH:16]=1.C([Sn](CCCC)(CCCC)[C:23]1[CH:28]=[N:27][CH:26]=[CH:25][N:24]=1)CCC>CN(C=O)C.C1C=CC([P]([Pd]([P](C2C=CC=CC=2)(C2C=CC=CC=2)C2C=CC=CC=2)([P](C2C=CC=CC=2)(C2C=CC=CC=2)C2C=CC=CC=2)[P](C2C=CC=CC=2)(C2C=CC=CC=2)C2C=CC=CC=2)(C2C=CC=CC=2)C2C=CC=CC=2)=CC=1>[N:24]1[CH:25]=[CH:26][N:27]=[CH:28][C:23]=1[C:2]1[CH:3]=[C:4]([C:28]2[CH:23]=[N:24][CH:25]=[CH:26][N:27]=2)[C:5]2[S:9][C:8]([NH:10][C:11]([NH:13][CH2:14][CH3:15])=[O:12])=[N:7][C:6]=2[CH:16]=1 |^1:45,47,66,85|. Reported procedure: To a solution of 1-(5,7-diiodo-benzothiazol-2-yl)-3-ethyl-urea (0.50 g, 1.0 mmol) in DMF (5.0 mL) was added 2-tributylstannyl-pyrazine (0.78 g, 2.0 mmol) under nitrogen atmosphere at room temperature. The reaction mixture was degassed for half an hour followed by the addition of tetrakis(triphenylphosphine)palladium(0) (0.18 g, 0.10 mmol). The reaction mixture was again degassed for half an hour and then heated at 120° C. for 2 h under nitrogen atmosphere. After the completion of the reaction (T... The reactants are Cl.ClCCCN(CCC)CCC (1-chloro-3-(dipropylamino)-propane hydrochloride), NC(=S)N (thiourea), C(C)(=O)OCC (Ethyl acetate). Run in C(C)O (ethanol), C(C)O (ethanol). Reaction conditions: time 24 hour. Product: Cl.Cl.C(CC)N(CCCSC(N)=N)CCC (S-[3-(dipropylamino)propyl]isothiourea dihydrochloride). Yield: 89.6%. As a reaction SMILES: [ClH:1].[Cl:2][CH2:3][CH2:4][CH2:5][N:6]([CH2:10][CH2:11][CH3:12])[CH2:7][CH2:8][CH3:9].[NH2:13][C:14]([NH2:16])=[S:15].C(OCC)(=O)C>C(O)C>[ClH:2].[ClH:1].[CH2:7]([N:6]([CH2:10][CH2:11][CH3:12])[CH2:5][CH2:4][CH2:3][S:15][C:14](=[NH:13])[NH2:16])[CH2:8][CH3:9] |f:0.1,5.6.7|. Procedure details: A stirred mixture of 1-chloro-3-(dipropylamino)-propane hydrochloride (42 g), thiourea (15.5 g) and ethanol (250 ml) was heated under reflux for 24 hours then allowed to cool to ambient temperature. Ethyl acetate was added until a faint opalescence was observed, then the mixture was stored at 4° C. for 24 hours. After this time it had deposited an oil which was isolated by decantation of the bulk of the solvent followed by removal of residual solvent in vacuo. The oil was triturated with ethanol... The reactants are C1CCOC1, COC(=O)C(=NOC(c1ccccc1)(c1ccccc1)c1ccccc1)c1nsc(N)n1, CCO, [Na+], [OH-]. The product is Nc1nc(C(=NOC(c2ccccc2)(c2ccccc2)c2ccccc2)C(=O)O)ns1. RXN SMILES: [CH2:33]1[O:34][CH2:35][CH2:36][CH2:37]1.[CH3:1][O:2][C:3]([C:4](=[N:5][O:6][C:7]([c:8]1[cH:9][cH:10][cH:11][cH:12][cH:13]1)([c:14]1[cH:15][cH:16][cH:17][cH:18][cH:19]1)[c:20]1[cH:21][cH:22][cH:23][cH:24][cH:25]1)[c:26]1[n:27][s:28][c:29]([NH2:31])[n:30]1)=[O:32].[CH3:40][CH2:41][OH:42].[Na+:39].[OH-:38]>>[O:2]=[C:3]([C:4](=[N:5][O:6][C:7]([c:8]1[cH:9][cH:10][cH:11][cH:12][cH:13]1)([c:14]1[cH:15][cH:16][cH:17][cH:18][cH:19]1)[c:20]1[cH:21][cH:22][cH:23][cH:24][cH:25]1)[c:26]1[n:27][s:28][c:29]([NH2:31])[n:30]1)[OH:32]. The reactants are [BH4-], CO, CCCC(=O)c1ccc(-n2cc(C(F)(F)F)cn2)nc1, [Na+]. Yields the product CCCC(O)c1ccc(-n2cc(C(F)(F)F)cn2)nc1. Reaction SMILES: [BH4-:21].[CH3:23][OH:24].[F:1][C:2]([c:3]1[cH:4][n:5][n:6](-[c:8]2[cH:9][cH:10][c:11]([C:14]([CH2:15][CH2:16][CH3:17])=[O:18])[cH:12][n:13]2)[cH:7]1)([F:19])[F:20].[Na+:22]>>[F:1][C:2]([c:3]1[cH:4][n:5][n:6](-[c:8]2[cH:9][cH:10][c:11]([CH:14]([CH2:15][CH2:16][CH3:17])[OH:18])[cH:12][n:13]2)[cH:7]1)([F:19])[F:20]. Reaction SMILES: [C:10]([n:11]1[cH:12][cH:13][n:14][cH:15]1)([n:16]1[cH:17][cH:18][n:19][cH:20]1)=[O:21].[C:30](=[O:31])([OH:32])[O-:33].[CH3:35][N:36]([CH3:37])[CH:38]=[O:39].[NH2:22][c:23]1[cH:24][cH:25][cH:26][cH:27][c:28]1[F:29].[Na+:34].[OH:1][C:2](=[O:3])[c:4]1[cH:5][cH:6][cH:7][cH:8][n:9]1>>[C:2](=[O:3])([c:4]1[cH:5][cH:6][cH:7][cH:8][n:9]1)[NH:22][c:23]1[cH:24][cH:25][cH:26][cH:27][c:28]1[F:29]. The product is O=C(Nc1ccccc1F)c1ccccn1. Reactants: O=C(n1ccnc1)n1ccnc1, O=C([O-])O, CN(C)C=O, Nc1ccccc1F, [Na+], O=C(O)c1ccccn1. The reactants are FC1=CC=C(C=C1)C=1C(=NC=NC1N1CCC(CC1)C=1N(C=C(N1)C1=CC(=C(C=C1)F)C(F)(F)F)C)N (5-(4-Fluoro-phenyl)-6-{4-[4-(4-fluoro-3-trifluoromethyl-phenyl)-1-methyl-1H-imidazol-2-yl]-piperidin-1-yl}-pyrimidin-4-ylamine), NC1=NC=C(C=C1)B1OC(C)(C)C(C)(C)O1 (2-aminopyridine-5-boronic acid pinacol ester). Product: NC1=CC=C(C=N1)C=1C(=NC=NC1N1CCC(CC1)C=1N(C=C(N1)C1=CC(=C(C=C1)F)C(F)(F)F)C)N (5-(6-Amino-pyridin-3-yl)-6-{4-[4-(4-fluoro-3-trifluoromethyl-phenyl)-1-methyl-1H-imidazol-2-yl]-piperidin-1-yl}-pyrimidin-4-ylamine). As a reaction SMILES: FC1C=CC([C:8]2[C:9]([NH2:37])=[N:10][CH:11]=[N:12][C:13]=2[N:14]2[CH2:19][CH2:18][CH:17]([C:20]3[N:21]([CH3:36])[CH:22]=[C:23]([C:25]4[CH:30]=[CH:29][C:28]([F:31])=[C:27]([C:32]([F:35])([F:34])[F:33])[CH:26]=4)[N:24]=3)[CH2:16][CH2:15]2)=CC=1.[NH2:38][C:39]1[CH:44]=[CH:43][C:42](B2OC(C)(C)C(C)(C)O2)=[CH:41][N:40]=1>>[NH2:38][C:39]1[N:40]=[CH:41][C:42]([C:8]2[C:9]([NH2:37])=[N:10][CH:11]=[N:12][C:13]=2[N:14]2[CH2:15][CH2:16][CH:17]([C:20]3[N:21]([CH3:36])[CH:22]=[C:23]([C:25]4[CH:30]=[CH:29][C:28]([F:31])=[C:27]([C:32]([F:35])([F:34])[F:33])[CH:26]=4)[N:24]=3)[CH2:18][CH2:19]2)=[CH:43][CH:44]=1. Reported procedure: The title compound was prepared in an analogous manner as 5-(4-Fluoro-phenyl)-6-{4-[4-(4-fluoro-3-trifluoromethyl-phenyl)-1-methyl-1H-imidazol-2-yl]-piperidin-1-yl}-pyrimidin-4-ylamine using 2-aminopyridine-5-boronic acid pinacol ester instead of 4-fluorophenylboronic acid. LC-MS: (M+1=513, obsd.=513).